This data is from the Open Reaction Database (ORD), a public repository of structured organic reaction records. The task is: describe an organic reaction: reactants, conditions, products, and yield Reactants: C(C)OC(=O)C1=CN(CC(C2=C1NC=1C=C(C=CC21)OCC2=CC=CC=C2)(C)C)C(C2=CC=C(C=C2)F)=O (8-benzyloxy-3-(4-fluorobenzoyl)1,1-dimethyl-1,2,3,6-tetrahydroazepino[4,5-b]indole-5-carboxylic acid ethyl ester), C(C)OC(=O)C1=CN(CC(C2=C1NC=1C=CC(=CC21)OCC2=CC=CC=C2)(C)C)C(C2=CC=C(C=C2)F)=O (9-benzyloxy-3-(4-fluorobenzoyl)1,1-dimethyl-1,2,3,6-tetrahydroazepino[4,5-b]indole-5-carboxylic acid ethyl ester), C(C)OC(=O)C1=CN(CC(C2=C1NC=1C=CC(=CC21)N(CC2=CC=CC=C2)CC2=CC=CC=C2)(C)C)C(C2=CC=C(C=C2)F)=O (9-dibenzylamino-3-(4-fluorobenzoyl)-1,1-dimethyl-1,2,3,6-tetrahydroazepino[4,5-b]indole-5-carboxylic acid ethyl ester). Yields the product C(C)OC(=O)C1=CN(CCC2=C1NC=1C=CC=C(C21)O)C(C2=CC=C(C=C2)F)=O (3-(4-fluorobenzoyl)-10-hydroxy-1,2,3,6-tetrahydroazepino[4,5-b]indole-5-carboxylic acid ethyl ester). Reaction SMILES: [CH2:1]([O:3][C:4]([C:6]1[C:12]2[NH:13][C:14]3[CH:15]=[C:16](OCC4C=CC=CC=4)[CH:17]=[CH:18][C:19]=3[C:11]=2[C:10](C)(C)[CH2:9][N:8]([C:30](=[O:38])[C:31]2[CH:36]=[CH:35][C:34]([F:37])=[CH:33][CH:32]=2)[CH:7]=1)=[O:5])[CH3:2].C([O:41]C(C1C2NC3C=CC(OCC4C=CC=CC=4)=CC=3C=2C(C)(C)CN(C(=O)C2C=CC(F)=CC=2)C=1)=O)C.C(OC(C1C2NC3C=CC(N(CC4C=CC=CC=4)CC4C=CC=CC=4)=CC=3C=2C(C)(C)CN(C(=O)C2C=CC(F)=CC=2)C=1)=O)C>>[CH2:1]([O:3][C:4]([C:6]1[C:12]2[NH:13][C:14]3[CH:15]=[CH:16][CH:17]=[C:18]([OH:41])[C:19]=3[C:11]=2[CH2:10][CH2:9][N:8]([C:30](=[O:38])[C:31]2[CH:36]=[CH:35][C:34]([F:37])=[CH:33][CH:32]=2)[CH:7]=1)=[O:5])[CH3:2]. Procedure: In a manner similar to that described above in Step A, but replacing 7-benzyloxy-3-(4-fluorobenzoyl)-1,2,3,6-tetrahydroazepino[4,5-b]indole-5-carboxylic acid ethyl ester with 8-benzyloxy-3-(4-fluorobenzoyl)1,1-dimethyl-1,2,3,6-tetrahydroazepino[4,5-b]indole-5-carboxylic acid ethyl ester, 9-benzyloxy-3-(4-fluorobenzoyl)1,1-dimethyl-1,2,3,6-tetrahydroazepino[4,5-b]indole-5-carboxylic acid ethyl ester or 9-dibenzylamino-3-(4-fluorobenzoyl)-1,1-dimethyl-1,2,3,6-tetrahydroazepino[4,5-b]indole-5-carbo... The reactants are C([O-])([O-])=O.[K+].[K+] (potassium carbonate), CI (methyl iodide), FC(C(=O)NC=1C=C(C=CC1)N\C(\C1=CC=CC=C1)=C\1/C(NC2=CC=CC=C12)=O)(F)F ((Z)-3-[1-(3-trifluoroacetylamino-phenylamino)-1-phenyl-methylidene]-2-indolinone). Solvent: CC(=O)C (acetone). Reaction conditions: time 18 hour. Yields the product FC(C(=O)N(C)C=1C=C(C=CC1)N\C(\C1=CC=CC=C1)=C\1/C(NC2=CC=CC=C12)=O)(F)F ((Z)-3-{1-[3-(N-trifluoroacetyl-N-methyl-amino)-phenylamino]-1-phenyl-methylidene}-2-indolinone). RXN SMILES: [F:1][C:2]([F:31])([F:30])[C:3]([NH:5][C:6]1[CH:7]=[C:8]([NH:12]/[C:13](=[C:20]2\[C:21](=[O:29])[NH:22][C:23]3[C:28]\2=[CH:27][CH:26]=[CH:25][CH:24]=3)/[C:14]2[CH:19]=[CH:18][CH:17]=[CH:16][CH:15]=2)[CH:9]=[CH:10][CH:11]=1)=[O:4].[C:32](=O)([O-])[O-].[K+].[K+].CI>CC(C)=O>[F:31][C:2]([F:1])([F:30])[C:3]([N:5]([C:6]1[CH:7]=[C:8]([NH:12]/[C:13](=[C:20]2\[C:21](=[O:29])[NH:22][C:23]3[C:28]\2=[CH:27][CH:26]=[CH:25][CH:24]=3)/[C:14]2[CH:19]=[CH:18][CH:17]=[CH:16][CH:15]=2)[CH:9]=[CH:10][CH:11]=1)[CH3:32])=[O:4] |f:1.2.3|. Procedure: 636 mg (1.5 mmol) of (Z)-3-[1-(3-trifluoroacetylamino-phenylamino)-1-phenyl-methylidene]-2-indolinone are dissolved in 20 ml of acetone and after the addition of 423 mg (3 mmol) of potassium carbonate and 0.25 g (3 mmol) of methyl iodide stirred for 18 hours at ambient temperature. The reaction solution is freed from the solvent in vacuo after the insoluble matter has been filtered off. The residue is divided between dichloromethane/water, the organic phase is dried and concentrated by evaporati... Starting materials: [Li+].[OH-] (LiOH), [N+](=O)([O-])C (nitromethane), FC(C(C)=O)(F)F (trifluoroacetone), [O-]S(=O)(=O)[O-].[Mg+2] (MgSO4). Reagents/catalysts: [Cl-].C(CCCCCCCCCCCCCCC)[N+](C)(C)C (Cetyltrimethylammonium chloride). Solvent: O (water), C(C)OCC (diethyl ether). Run at temperature 22.5 celsius, time 2 day. Product: FC(C(C[N+](=O)[O-])(O)C)(F)F (1,1,1-trifluoro-2-methyl-3-nitropropan-2-ol). Reaction SMILES: [Li+].[OH-].[N+:3]([CH3:6])([O-:5])=[O:4].[F:7][C:8]([F:13])([F:12])[C:9](=[O:11])[CH3:10].[O-]S([O-])(=O)=O.[Mg+2]>[Cl-].C([N+](C)(C)C)CCCCCCCCCCCCCCC.C(OCC)C.O>[F:7][C:8]([F:13])([F:12])[C:9]([CH3:10])([OH:11])[CH2:6][N+:3]([O-:5])=[O:4] |f:0.1,4.5,6.7|. Procedure: To LiOH (0.193 g, 8.06 mmol) in a 3-neck roundbottom flask was added water (25 ml), nitromethane (3.76 ml, 81 mmol) and trifluoroacetone (7.95 ml, 89 mmol). Cetyltrimethylammonium chloride (3.8 g, 10.88 mmol) and MgSO4 (1.9 g, 16.12 mmol) were added and the resulting yellow solution stirred at 20-25° C. for 2 days. The reaction mixture was poured into diethyl ether (120 ml) and washed with water (3×200 ml) and brine (1×100 ml). The organic portion was dried over MgSO4 and concentrated in vacuo t...